This data is from the Open Reaction Database (ORD), a public repository of structured organic reaction records. The task is: describe an organic reaction: reactants, conditions, products, and yield The reactants are [C-]#N.[Na+] (sodium cyanide), ice water, C(C)OCC (diethyl ether), BrCC=1C(=NC(=NC1C)C1=CC=CC=C1)C1=CC(=CC=C1)[N+](=O)[O-] (5-bromomethyl-6-methyl-2-phenyl-4-(3-nitrophenyl)pyrimidine). Solvent: C(C)O (ethanol), O1CCCC1 (tetrahydrofuran), O (water). Yields the product C(#N)CC=1C(=NC(=NC1C)C1=CC=CC=C1)C1=CC(=CC=C1)[N+](=O)[O-] (5-cyanomethyl-6-methyl-2-phenyl-4-(3-nitrophenyl)pyrimidine). Yield: 87.2%. RXN SMILES: [C-:1]#[N:2].[Na+].Br[CH2:5][C:6]1[C:7]([C:19]2[CH:24]=[CH:23][CH:22]=[C:21]([N+:25]([O-:27])=[O:26])[CH:20]=2)=[N:8][C:9]([C:13]2[CH:18]=[CH:17][CH:16]=[CH:15][CH:14]=2)=[N:10][C:11]=1[CH3:12].C(OCC)C>O.C(O)C.O1CCCC1>[C:1]([CH2:5][C:6]1[C:7]([C:19]2[CH:24]=[CH:23][CH:22]=[C:21]([N+:25]([O-:27])=[O:26])[CH:20]=2)=[N:8][C:9]([C:13]2[CH:18]=[CH:17][CH:16]=[CH:15][CH:14]=2)=[N:10][C:11]=1[CH3:12])#[N:2] |f:0.1|. Reported procedure: To a solution of sodium cyanide (4.8 g) in water (50 ml) was added a suspension of 5-bromomethyl-6-methyl-2-phenyl-4-(3-nitrophenyl)pyrimidine (30 g) in a mixture of ethanol (180 ml) and tetrahydrofuran (180 ml), and the mixture was refluxed for 2 hours. The reaction mixture was poured into a mixture of ice-water (200 ml) and diethyl ether (200 ml). The precipitate was filtered, washed with water, dried in vacuo to give 5-cyanomethyl-6-methyl-2-phenyl-4-(3-nitrophenyl)pyrimidine (22.5 g). Reactants: C([O-])([O-])=O.[Na+].[Na+] (sodium carbonate), BrC=1C(=C(C=CC1)S)F (3-bromo-2-fluorobenzenethiol), I(=O)(=O)(=O)[O-].[Na+] (sodium periodate), S(=O)(=O)(Cl)Cl (sulfonyl chloride), C(C)#N (acetonitrile). Reagents/catalysts: [Ru](Cl)(Cl)Cl (ruthenium trichloride). The solvent is C(C)(=O)OCC (ethyl acetate). The product is BrC=1C(=C(C=CC1)S(=O)(=O)N(C)C)F (3-BROMO-2-FLUORO-N,N-DIMETHYLBENZENESULFONAMIDE). As a reaction SMILES: [Br:1][C:2]1[C:3]([F:9])=[C:4](S)[CH:5]=[CH:6][CH:7]=1.I([O-])(=O)(=O)=O.[Na+].[S:16](Cl)(Cl)(=[O:18])=[O:17].[C:21](=O)([O-])[O-].[Na+].[Na+].[C:27](#[N:29])C>[Ru](Cl)(Cl)Cl.C(OCC)(=O)C>[Br:1][C:2]1[C:3]([F:9])=[C:4]([S:16]([N:29]([CH3:27])[CH3:21])(=[O:18])=[O:17])[CH:5]=[CH:6][CH:7]=1 |f:1.2,4.5.6|. Procedure: 3-bromo-2-fluorobenzenethiol (1.9 g, 9.2 mmol), sodium periodate (4.8 g, 22.9 mmol) and ruthenium trichloride (5 mg) in acetonitrile (60 ml) was stirred at 0° C. for 5 min. after which sulfonyl chloride (1.9 ml, 22.9 mmol) was added dropwise. The mixture was stirred for an additional hour and ethyl acetate (50 ml) and aqueous sodium carbonate (10%, 50 ml) was added. The phases were separated and the aqueous phase was extracted with ethyl acetate (2×50 ml). To the combined organic phase, dimethyl...